Task: describe an organic reaction: reactants, conditions, products, and yield. Dataset: the Open Reaction Database (ORD), a public repository of structured organic reaction records Starting materials: NC=1C(=NC=CC1CCC)C(=O)OCC (ethyl 3-amino-4-n-propylpyridine-2-carboxylate), N (ammonia). Reaction conditions: temperature 100 celsius. The product is NC=1C(=NC=CC1CCC)C(=O)N (3-Amino-4-n-propylpyridine-2-carboxamide). Yield: 76.0%. RXN SMILES: [NH2:1][C:2]1[C:3]([C:11]([O:13]CC)=O)=[N:4][CH:5]=[CH:6][C:7]=1[CH2:8][CH2:9][CH3:10].[NH3:16]>>[NH2:1][C:2]1[C:3]([C:11]([NH2:16])=[O:13])=[N:4][CH:5]=[CH:6][C:7]=1[CH2:8][CH2:9][CH3:10]. Procedure: A mixture of ethyl 3-amino-4-n-propylpyridine-2-carboxylate (Preparation 5; 7.4 g, 0.035 mol) and liquid ammonia (60 ml) was heated in an autoclave at 100° C. for 18 hours. The mixture was allowed to cool and the ammonia to evaporate, then the residue was crystallized from methanol to give the title compound as a colourless solid (4.84 g, 76%), m.p. 139-141° C. The reactants are ClC1=C(C(=CC=C1)F)C1=NOC(=C1C(=O)Cl)C (3-(2-chloro-6-fluorophenyl)-5-methylisoxazole-4-carbonyl chloride), NCCCN1CCN(CC1)C1=C(C=CC=C1)OCC(F)(F)F (1-(3-Aminopropyl)-4-[2-(2,2,2,-trifluoroethoxy)phenyl]piperazine). The product is ClC1=C(C(=CC=C1)F)C1=NOC(=C1C(=O)NCCCN1CCN(CC1)C1=C(C=CC=C1)OCC(F)(F)F)C (3-(2-Chloro-6-fluorophenyl)-5-methyl-N-[3-[4-[2-(2,2,2-trifluoroethoxy)phenyl]-1-piperazi-nyl]propyl]isoxazole-4-carboxamide). The yield is 92.0%. As a reaction SMILES: [Cl:1][C:2]1[CH:7]=[CH:6][CH:5]=[C:4]([F:8])[C:3]=1[C:9]1[C:13]([C:14](Cl)=[O:15])=[C:12]([CH3:17])[O:11][N:10]=1.[NH2:18][CH2:19][CH2:20][CH2:21][N:22]1[CH2:27][CH2:26][N:25]([C:28]2[CH:33]=[CH:32][CH:31]=[CH:30][C:29]=2[O:34][CH2:35][C:36]([F:39])([F:38])[F:37])[CH2:24][CH2:23]1>>[Cl:1][C:2]1[CH:7]=[CH:6][CH:5]=[C:4]([F:8])[C:3]=1[C:9]1[C:13]([C:14]([NH:18][CH2:19][CH2:20][CH2:21][N:22]2[CH2:23][CH2:24][N:25]([C:28]3[CH:33]=[CH:32][CH:31]=[CH:30][C:29]=3[O:34][CH2:35][C:36]([F:38])([F:39])[F:37])[CH2:26][CH2:27]2)=[O:15])=[C:12]([CH3:17])[O:11][N:10]=1. Procedure: The title compound was synthesised according to the procedure described in Example 8 but using 3-(2-chloro-6-fluorophenyl)-5-methylisoxazole-4-carbonyl chloride instead of the crude 3-(4-fluorophenyl)isoxazole-4-carbonyl chloride and Compound 12B instead of Compound 8B. Washing the reaction mixture with 2 N sodium hydroxide, followed by the usual work-up and purification by flash chromatography (chloroform-2 N ammonia in methanol 100:3) afforded the title compound (92%) as an oil.